Dataset: the Open Reaction Database (ORD), a public repository of structured organic reaction records. Task: describe an organic reaction: reactants, conditions, products, and yield The reactants are BrC[C@H]1[C@](O1)(C)CCCC(C)(C)OC ((2S,3R)-3-(Bromomethyl)-2-(4-methoxy-4-methylpentyl)-2-methyloxirane), BrC[C@H]1[C@](O1)(C)CCCC(C)(C)OC ((2S,3R)-3-(Bromomethyl)-2-(4-methoxy-4-methylpentyl)-2-methyloxirane), COC1=CCC=C(C1CC=C(C)C)OC (1,5-Dimethoxy-6-(3-methylbut-2-en-1-yl)cyclohexa-1,4-diene), C(C)(CC)[Li] (sec-butyllithium). Run in C1CCOC1 (THF), C1CCOC1 (THF), CCOC(=O)C (EtOAc), CCCCCC (hexane), C1CCOC1 (THF), C1CCCCC1 (cyclohexane). Reaction conditions: temperature -30 celsius. The product is SiO2, COC=1C(C(=CCC1)OC)(CC=C(C)C)C[C@H]1[C@](O1)(C)CCCC(C)(C)OC ((2S,3S)-3-((2,6-Dimethoxy-1-(3-methylbut-2-en-1-yl)cyclohexa-2,5-dien-1-yl)methyl)-2-(4-methoxy-4-methylpentyl)-2-methyloxirane). Isolated yield 67.0%. As a reaction SMILES: [CH3:1][O:2][C:3]1[CH:8]([CH2:9][CH:10]=[C:11]([CH3:13])[CH3:12])[C:7]([O:14][CH3:15])=[CH:6][CH2:5][CH:4]=1.C([Li])(CC)C.Br[CH2:22][C@@H:23]1[O:25][C@:24]1([CH2:27][CH2:28][CH2:29][C:30]([O:33][CH3:34])([CH3:32])[CH3:31])[CH3:26]>CCOC(C)=O.CCCCCC.C1COCC1.C1CCCCC1>[CH3:15][O:14][C:7]1[C:8]([CH2:22][C@@H:23]2[O:25][C@:24]2([CH2:27][CH2:28][CH2:29][C:30]([O:33][CH3:34])([CH3:32])[CH3:31])[CH3:26])([CH2:9][CH:10]=[C:11]([CH3:13])[CH3:12])[C:3]([O:2][CH3:1])=[CH:4][CH2:5][CH:6]=1. Procedure details: A THF (100 mL) solution of 11 (4.35 g, 20.9 mmol, 1 equiv.) was cooled to −78° C. in a 250-mL round-bottom flask, and a cyclohexane solution of sec-butyllithium (1.21 M, 21.6 mL, 26.1 mmol, 1.25 equiv.) was added slowly over 5 min. The resulting yellow slurry was warmed to −30° C. over 40 min and maintained at that temperature for an additional 15 min. The resulting dark orange-red slurry was cooled to −78° C., and a THF (20 mL) solution of 29 (4.98 g, 18.8 mmol, 0.9 equiv.) was added, followed ... Reactants: ClC1=CC=CC2=C1C(N(CC=1N2C=NC1C(N)=NO)C)=O (7-chloro-5-methyl-6-oxo-5,6-dihydro-4H-imidazo[1,5-a][1,4]benzodiazepine-3-carboxamidoxime), ClCC(=O)OC(CCl)=O (chloroacetic anhydride). The solvent is CN(C=O)C (N,N-dimethylformamide). The product is ClC1=CC=CC2=C1C(N(CC=1N2C=NC1C1=NOC(=N1)CCl)C)=O (7-chloro-3-(5-chloromethyl-1,2,4-oxadiazol-3-yl)-5-methyl-5,6-dihydro-4H-imidazo[1,5-a][1,4]benzodiazepine-6-one). The yield is 56.9%. Reaction SMILES: [Cl:1][C:2]1[C:7]2[C:8](=[O:21])[N:9]([CH3:20])[CH2:10][C:11]3[N:12]([CH:13]=[N:14][C:15]=3[C:16](=[N:18][OH:19])[NH2:17])[C:6]=2[CH:5]=[CH:4][CH:3]=1.[Cl:22][CH2:23][C:24](OC(=O)CCl)=O>CN(C)C=O>[Cl:1][C:2]1[C:7]2[C:8](=[O:21])[N:9]([CH3:20])[CH2:10][C:11]3[N:12]([CH:13]=[N:14][C:15]=3[C:16]3[N:17]=[C:24]([CH2:23][Cl:22])[O:19][N:18]=3)[C:6]=2[CH:5]=[CH:4][CH:3]=1. Reported procedure: 9.8 g (32 mmol) of 7-chloro-5-methyl-6-oxo-5,6-dihydro-4H-imidazo[1,5-a][1,4]benzodiazepine-3-carboxamidoxime were stirred in 60 ml of N,N-dimethylformamide with 7 g (41 mmol) of chloroacetic anhydride at room temperature for 1 hour and at 105° for 4 hours. After evaporating the solvent the residue was dissolved in methylene chloride and the solution was washed with saturated sodium bicarbonate solution and dried over magnesium sulfate. By evaporation of the solvent and chromatography of the res... Starting materials: [Br-].C1(=CC=CC=C1)C(C1=CC=CC=C1)(C1=CC=CC=C1)[PH3+] (Triphenylmethyl phosphonium bromide), [H-].[Na+] (sodium hydride), C(C)O[C@@H]1[C@H](C[C@@H]2CC[C@H]3[C@@H]4CCC([C@@]4(C)CC([C@@H]3[C@]2(C1)C)=O)=O)O (2β-ethoxy-3α-hydroxy-5α-androstane-11,17-dione). Solvent: O1CCCC1 (tetrahydrofuran). Run at time 1.5 hour. Product: C(C)O[C@@H]1[C@H](C[C@@H]2CC[C@H]3[C@@H]4CCC([C@@]4(C)CC([C@@H]3[C@]2(C1)C)=O)=C)O (2β-Ethoxy-3α-hydroxy-17-methylene-5α-androstan-11-one). The yield is 35.2%. Reaction SMILES: [Br-].[C:2]1(C([PH3+])(C2C=CC=CC=2)C2C=CC=CC=2)C=CC=CC=1.[H-].[Na+].[CH2:24]([O:26][C@H:27]1[CH2:44][C@@:43]2([CH3:45])[C@@H:30]([CH2:31][CH2:32][C@@H:33]3[C@@H:42]2[C:41](=[O:46])[CH2:40][C@@:38]2([CH3:39])[C@H:34]3[CH2:35][CH2:36][C:37]2=O)[CH2:29][C@@H:28]1[OH:48])[CH3:25]>O1CCCC1>[CH2:24]([O:26][C@H:27]1[CH2:44][C@@:43]2([CH3:45])[C@@H:30]([CH2:31][CH2:32][C@@H:33]3[C@@H:42]2[C:41](=[O:46])[CH2:40][C@@:38]2([CH3:39])[C@H:34]3[CH2:35][CH2:36][C:37]2=[CH2:2])[CH2:29][C@@H:28]1[OH:48])[CH3:25] |f:0.1,2.3|. Procedure: Triphenylmethyl phosphonium bromide (7.5 g) was added to a suspension of sodium hydride (500 mg) in dry tetrahydrofuran (100 ml). The mixture was stirred at room temperature for 1.5 hours and then treated with 2β-ethoxy-3α-hydroxy-5α-androstane-11,17-dione (2.43 g). The mixture was refluxed for 1.5 hours, cooled and partitioned between ethyl acetate and water. The organic phase was washed with water, dried (Na2SO4) and evaporated in vacuo. Purification of the residue by chromatography over silic... Reaction conditions: time 20 minute. As a reaction SMILES: [C:1]([N:4]1[CH2:9][CH2:8][C:7](=O)[CH2:6][CH2:5]1)(=[O:3])[CH3:2].[CH3:11][C:12]1[C:13]2[N:14]([C:18]([CH:21]3[CH2:26][CH2:25][NH:24][CH2:23][CH2:22]3)=[N:19][CH:20]=2)[CH:15]=[CH:16][N:17]=1.C([BH3-])#N.[Na+].C(=O)([O-])O.[Na+].[OH-].[K+]>ClCCl.C(O)(=O)C.CO.O>[CH3:11][C:12]1[C:13]2[N:14]([C:18]([CH:21]3[CH2:26][CH2:25][N:24]([CH:7]4[CH2:8][CH2:9][N:4]([C:1](=[O:3])[CH3:2])[CH2:5][CH2:6]4)[CH2:23][CH2:22]3)=[N:19][CH:20]=2)[CH:15]=[CH:16][N:17]=1 |f:2.3,4.5,6.7|. The product is CC=1C=2N(C=CN1)C(=NC2)C2CCN(CC2)C2CCN(CC2)C(C)=O (1-(4-(8-methylimidazo[1,5-a]pyrazin-3-yl)-1,4′-bipiperidin-1′-yl)ethanone). The yield is 63.9%. The reactants are C(O)([O-])=O.[Na+] (sodium hydrogencarbonate), C(C)(=O)N1CCC(CC1)=O (1-acetyl-4-piperidone), CC=1C=2N(C=CN1)C(=NC2)C2CCNCC2 (8-methyl-3-(piperidin-4-yl)imidazo[1,5-a]pyrazine), C(C)(=O)N1CCC(CC1)=O (1-acetyl-4-piperidone), C(#N)[BH3-].[Na+] (sodium cyanoborohydride), [OH-].[K+] (potassium hydroxide). Procedure details: To 1-acetyl-4-piperidone (0.877 mmol, 0.109 ml) in dichloromethane (3 ml) and acetic acid (0.143 ml) under nitrogen atmosphere was added 8-methyl-3-(piperidin-4-yl)imidazo[1,5-a]pyrazine (0.797 mmol, 172 mg) in dichloromethane (4 ml) and methanol (1 ml). After 20 minutes, sodium cyanoborohydride (0.877 mmol, 55.1 mg) was added. After stirring at room temperature for one hour 1-acetyl-4-piperidone (0.877 mmol, 0.109 ml) and acetic acid (0.05 ml) were added. After 1.5 hours water was added to the ... Run in O (water), ClCCl (dichloromethane), C(C)(=O)O (acetic acid), ClCCl (dichloromethane), CO (methanol), C(C)(=O)O (acetic acid), O (water). Solvent: O (water), O (water). The product is O=C1C=CN(C=C1)C1=CC=C(C(=O)C(CC(=O)O)C)C=C1 (3-[4-(4-oxo-1,4-dihydropyridin-1-yl)benzoyl]butanoic acid). Starting materials: FC1=CC=C(C(=O)C(CC(=O)O)C)C=C1 (3-(4-fluorobenzoyl)butanoic acid), OC1=CC=NC=C1 (4-hydroxypyridine), [OH-].[Na+] (sodium hydroxide). RXN SMILES: F[C:2]1[CH:15]=[CH:14][C:5]([C:6]([CH:8]([CH3:13])[CH2:9][C:10]([OH:12])=[O:11])=[O:7])=[CH:4][CH:3]=1.[OH:16][C:17]1[CH:22]=[CH:21][N:20]=[CH:19][CH:18]=1.[OH-].[Na+]>O>[O:16]=[C:17]1[CH:22]=[CH:21][N:20]([C:2]2[CH:15]=[CH:14][C:5]([C:6]([CH:8]([CH3:13])[CH2:9][C:10]([OH:12])=[O:11])=[O:7])=[CH:4][CH:3]=2)[CH:19]=[CH:18]1 |f:2.3|. Reported procedure: A solution of 3-(4-fluorobenzoyl)butanoic acid (885 g), 4-hydroxypyridine (663 g) and sodium hydroxide (453 g) in water (2.2 liters) was stirred under reflux for 24 hours. The reaction mixture was cooled, diluted with water (10 liters) and filtered through diatomaceous earth. The filtrate was acidified to pH 3 with concentrated hydrochloric acid to afford as a cream solid 3-[4-(4-oxo-1,4-dihydropyridin-1-yl)benzoyl]butanoic acid, 1127 g (94%), m.p. 251°-254° C. The reactants are CCO, O=[N+]([O-])c1cc(C(F)(F)F)c(F)cc1F, Nc1cccc(CO)c1. Product: O=[N+]([O-])c1cc(C(F)(F)F)c(F)cc1Nc1cccc(CO)c1. Reaction SMILES: [CH3:25][CH2:26][OH:27].[F:1][c:2]1[c:3]([N+:13](=[O:14])[O-:15])[cH:4][c:5]([C:9]([F:10])([F:11])[F:12])[c:6]([F:8])[cH:7]1.[NH2:16][c:17]1[cH:18][c:19]([CH2:20][OH:21])[cH:22][cH:23][cH:24]1>>[c:2]1([NH:16][c:17]2[cH:18][c:19]([CH2:20][OH:21])[cH:22][cH:23][cH:24]2)[c:3]([N+:13](=[O:14])[O-:15])[cH:4][c:5]([C:9]([F:10])([F:11])[F:12])[c:6]([F:8])[cH:7]1. Reactants: [BH4-].[Na+] (NaBH4), NC=1C(=CC=C2C=CC=NC12)\C(\C1=CC=C(C=C1)F)=N\CCN(C)C (N-[1-(8-amino-quinolin-7-yl)-1-(4-fluoro-phenyl)-meth-(E)-ylidene]-N′,N′-dimethyl-ethane-1,2-diamine). The solvent is CCO (EtOH). Run at temperature 80 celsius. Product: NC=1C(=CC=C2C=CC=NC12)C(NCCN(C)C)C1=CC=C(C=C1)F (N-[(8-Amino-quinolin-7-yl)-(4-fluoro-phenyl)-methyl]-N′,N′-dimethyl-ethane-1,2-diamine). The yield is 76.1%. Reaction SMILES: [BH4-].[Na+].[NH2:3][C:4]1[C:5](/[C:14](=[N:22]/[CH2:23][CH2:24][N:25]([CH3:27])[CH3:26])/[C:15]2[CH:20]=[CH:19][C:18]([F:21])=[CH:17][CH:16]=2)=[CH:6][CH:7]=[C:8]2[C:13]=1[N:12]=[CH:11][CH:10]=[CH:9]2>CCO>[NH2:3][C:4]1[C:5]([CH:14]([C:15]2[CH:20]=[CH:19][C:18]([F:21])=[CH:17][CH:16]=2)[NH:22][CH2:23][CH2:24][N:25]([CH3:27])[CH3:26])=[CH:6][CH:7]=[C:8]2[C:13]=1[N:12]=[CH:11][CH:10]=[CH:9]2 |f:0.1|. Procedure details: NaBH4 (181 mg, 4.9 mmol) was added to a solution of N-[1-(8-amino-quinolin-7-yl)-1-(4-fluoro-phenyl)-meth-(E)-ylidene]-N′,N′-dimethyl-ethane-1,2-diamine 414 (550 mg, 1.63 mmol) in EtOH (12 ml) at 0° C. and the mixture was heated at 80° C. for 4 h. After cooling, the reaction was quenched with water and the aqueous phase was extracted with EtOAc. The organic phase was washed with brine, dried (Na2SO4) and concentrated in vacuo. The crude residue was purified by column chromatography with DCM/MeOH... The reactants are ClC1=CC(=CC=C1)C(=O)OO (m-Chloroperbenzoic acid), COC=1C=C2C(=C(C(=NC2=CC1OC)SCC=1N(C=CN1)C)C(=O)OCC)C1=CC(=C(C=C1)OC)OC (ethyl 6,7-dimethoxy-4-(3,4-dimethoxyphenyl)-2-(1-methylimidazol-2-ylmethylthio)quinoline-3-carboxylate). Solvent: ClCCl (dichloromethane). Reaction conditions: time 3 hour. The product is COC=1C=C2C(=C(C(=NC2=CC1OC)S(=O)CC=1N(C=CN1)C)C(=O)OCC)C1=CC(=C(C=C1)OC)OC (ethyl 6,7-dimethoxy-4-(3,4-dimethoxyphenyl)-2-(1-methylimidazol-2-ylmethylsulfinyl)quinoline-3-carboxylate). The yield is 70.2%. As a reaction SMILES: ClC1C=CC=C(C(OO)=[O:9])C=1.[CH3:12][O:13][C:14]1[CH:15]=[C:16]2[C:21](=[CH:22][C:23]=1[O:24][CH3:25])[N:20]=[C:19]([S:26][CH2:27][C:28]1[N:29]([CH3:33])[CH:30]=[CH:31][N:32]=1)[C:18]([C:34]([O:36][CH2:37][CH3:38])=[O:35])=[C:17]2[C:39]1[CH:44]=[CH:43][C:42]([O:45][CH3:46])=[C:41]([O:47][CH3:48])[CH:40]=1>ClCCl>[CH3:12][O:13][C:14]1[CH:15]=[C:16]2[C:21](=[CH:22][C:23]=1[O:24][CH3:25])[N:20]=[C:19]([S:26]([CH2:27][C:28]1[N:29]([CH3:33])[CH:30]=[CH:31][N:32]=1)=[O:9])[C:18]([C:34]([O:36][CH2:37][CH3:38])=[O:35])=[C:17]2[C:39]1[CH:44]=[CH:43][C:42]([O:45][CH3:46])=[C:41]([O:47][CH3:48])[CH:40]=1. Reported procedure: m-Chloroperbenzoic acid (80%, 1,4 g) was added under ice-cooling to a solution of ethyl 6,7-dimethoxy-4-(3,4-dimethoxyphenyl)-2-(1-methylimidazol-2-ylmethylthio)quinoline-3-carboxylate (3.0 g) in dichloromethane (90 ml), and the mixture was stirred at the same temperature for 3 hours. The reaction mixture was washed successively with an aqueous saturated NaHSO3 solution, aqueous saturated sodium bicarbonate solution and water and dried over magnesium sulfate, and the solvent was evaporated. The ... Reactants: C1CCOC1, C[Si](C)(C)[N-][Si](C)(C)C, ClCCl, Cl, [Li+], O, Clc1cc(Oc2cccc3ccc(-c4nnc5ccccn45)nc23)ccn1. Product: Nc1cc(Oc2cccc3ccc(-c4nnc5ccccn45)nc23)ccn1. Reaction SMILES: [CH2:39]1[O:40][CH2:41][CH2:42][CH2:43]1.[CH3:29][Si:30]([N-:33][Si:31]([CH3:32])([CH3:34])[CH3:35])([CH3:36])[CH3:37].[Cl:45][CH2:46][Cl:47].[ClH:38].[Li+:28].[OH2:44].[n:1]1[n:2][c:3](-[c:10]2[n:11][c:12]3[c:13]([O:20][c:21]4[cH:22][c:23]([Cl:27])[n:24][cH:25][cH:26]4)[cH:14][cH:15][cH:16][c:17]3[cH:18][cH:19]2)[n:4]2[c:5]1[cH:6][cH:7][cH:8][cH:9]2>>[n:1]1[n:2][c:3](-[c:10]2[n:11][c:12]3[c:13]([O:20][c:21]4[cH:22][c:23]([NH2:33])[n:24][cH:25][cH:26]4)[cH:14][cH:15][cH:16][c:17]3[cH:18][cH:19]2)[n:4]2[c:5]1[cH:6][cH:7][cH:8][cH:9]2. Starting materials: FC(COC(C)=O)F (difluoroethylacetate), C(CCCCCCCCCCC)N (dodecylamine), C(CC)NC(C(F)F)=O (N-propyl-difluoroacetamide). The solvent is C(C)#N (acetonitrile). The product is C(CCCCCCCCCCC)NC(C(F)F)=O (N-Dodecyl difluoroacetamide). RXN SMILES: [F:1][CH:2]([F:8])[CH2:3][O:4]C(=O)C.[CH2:9]([NH2:21])[CH2:10][CH2:11][CH2:12][CH2:13][CH2:14][CH2:15][CH2:16][CH2:17][CH2:18][CH2:19][CH3:20].C(NC(=O)C(F)F)CC>C(#N)C>[CH2:9]([NH:21][C:3](=[O:4])[CH:2]([F:1])[F:8])[CH2:10][CH2:11][CH2:12][CH2:13][CH2:14][CH2:15][CH2:16][CH2:17][CH2:18][CH2:19][CH3:20]. Procedure: One equivalent difluoroethylacetate and one equivalent dodecylamine stirred at room temperature in acetonitrile 16 hours. The solvent is removed to give a white wax, which is chromatographed on silica gel in CHCl3 /EtOAc (15:1), Rf =0.7. NMR (CDCl3, δ) 7.2 b-s (1H); 5.9 g (2H) J=26; 3.35 m (2H); 1.3 s (20H); 0.9 m (3H). Other compounds prepared this way, with similar NMR, acceptable Mass Spectra and TLC: N-propyl-difluoroacetamide.